This data is from the Open Reaction Database (ORD), a public repository of structured organic reaction records. The task is: describe an organic reaction: reactants, conditions, products, and yield The reactants are OC1=NC(=CC=C1)Cl (2-hydroxy6-chloropyridine), [OH-].[Na+] (sodium hydroxide), O (water), BrCC1=C(C=CC=C1)CC(=O)OC (Methyl 2-bromomethylphenylacetate). The reagents and catalysts are C1COCCOCCOCCOCCO1 (15-crown-5), [I-].[Na+] (sodium iodide). Solvent: C1(=CC=CC=C1)C (toluene), CN(C)C=O (DMF). Yields the product ClC1=CC=CC(=N1)OCC1=C(C=CC=C1)CC(=O)OC (methyl 2-(6-chloropyrid-2-yloxymethyl)phenylacetate). The yield is 61.4%. Reaction SMILES: [OH:1][C:2]1[CH:7]=[CH:6][CH:5]=[C:4]([Cl:8])[N:3]=1.[OH-].[Na+].Br[CH2:12][C:13]1[CH:18]=[CH:17][CH:16]=[CH:15][C:14]=1[CH2:19][C:20]([O:22][CH3:23])=[O:21].O>C1OCCOCCOCCOCCOC1.C1(C)C=CC=CC=1.CN(C=O)C.[I-].[Na+]>[Cl:8][C:4]1[N:3]=[C:2]([O:1][CH2:12][C:13]2[CH:18]=[CH:17][CH:16]=[CH:15][C:14]=2[CH2:19][C:20]([O:22][CH3:23])=[O:21])[CH:7]=[CH:6][CH:5]=1 |f:1.2,8.9|. Reported procedure: A mixture of 2-hydroxy6-chloropyridine (0.84 g, 6.5 mmol), sodium hydroxide (0.275 g, 6.9 mmol) and 15-crown-5 (1 drop) in dry toluene (15 ml) were stirred at reflux for 1.5 hours. The toluene was removed under reduced pressure and the white salt residue was dissolved in dry DMF (10 ml). Methyl 2-bromomethylphenylacetate (1.5 g, 6.2 mmol) in dry DMF (10 ml) was added dropwise along with sodium iodide (10 mg). The mixture was stirred at room temperature for 2 hours, poured into water and extracte...